From a dataset of the Open Reaction Database (ORD), a public repository of structured organic reaction records. describe an organic reaction: reactants, conditions, products, and yield Starting materials: N([C@@H](CC1=CC=CC=C1)C(=O)O)C(=O)OCC1=CC=CC=C1 (Z-L-Phe-OH), N([C@H](CC1=CC=CC=C1)C(=O)O)C(=O)OCC1=CC=CC=C1 (Z-D-Phe-OH). Run in C(C)N(CC)CC (triethylamine), ClCC#N (chloroacetonitrile). Reaction conditions: time 2 hour. Product: N([C@@H](CC1=CC=CC=C1)C(=O)OCC#N)C(=O)OCC1=CC=CC=C1 (Z-L-Phe-OCH2CN). Reaction SMILES: [NH:1]([C:13]([O:15][CH2:16][C:17]1[CH:22]=[CH:21][CH:20]=[CH:19][CH:18]=1)=[O:14])[C@H:2]([C:10]([OH:12])=[O:11])[CH2:3][C:4]1[CH:9]=[CH:8][CH:7]=[CH:6][CH:5]=1.[NH:23](C(OCC1C=CC=CC=1)=O)[C@@H:24](C(O)=O)[CH2:25]C1C=CC=CC=1>C(N(CC)CC)C.ClCC#N>[NH:1]([C:13]([O:15][CH2:16][C:17]1[CH:22]=[CH:21][CH:20]=[CH:19][CH:18]=1)=[O:14])[C@H:2]([C:10]([O:12][CH2:25][C:24]#[N:23])=[O:11])[CH2:3][C:4]1[CH:5]=[CH:6][CH:7]=[CH:8][CH:9]=1. Procedure: 1 gram of Z-L-Phe-OH or Z-D-Phe-OH was dissolved in 2 mL of triethylamine and 2 mL of chloroacetonitrile. The reaction was stirred for two hours at room temperature. The reaction was concentrated under vacuum and the residue taken up in 5 mL ethyl acetate. The ethyl acetate was then washed with 2% Na2CO3 (3x), water (2x), 1 N HCl (2x), water (2x), and 0.5 M or higher saline (1x). The organic phase was dried over MgSO4, and concentrated to dryness. The residue was recrystallized from CH2Cl2 /hexa... The reactants are CC(=O)NC(Cc1ccc(O)cc1)C(=O)O, COC(=O)C(N)Cc1ccc(O)cc1, C(=NC1CCCCC1)=NC1CCCCC1, ClCCl. Product: COC(=O)C(Cc1ccc(O)cc1)NC(=O)C(Cc1ccc(O)cc1)NC(C)=O. Reaction SMILES: [C:1]([CH3:2])(=[O:3])[NH:4][CH:5]([C:6](=[O:7])[OH:8])[CH2:9][c:10]1[cH:11][cH:12][c:13]([OH:16])[cH:14][cH:15]1.[CH3:17][O:18][C:19]([CH:20]([CH2:21][c:22]1[cH:23][cH:24][c:25]([OH:28])[cH:26][cH:27]1)[NH2:29])=[O:30].[CH:31]1([N:32]=[C:33]=[N:34][CH:35]2[CH2:36][CH2:37][CH2:38][CH2:39][CH2:40]2)[CH2:41][CH2:42][CH2:43][CH2:44][CH2:45]1.[Cl:46][CH2:47][Cl:48]>>[C:1]([CH3:2])(=[O:3])[NH:4][CH:5]([C:6](=[O:7])[NH:29][CH:20]([C:19]([O:18][CH3:17])=[O:30])[CH2:21][c:22]1[cH:23][cH:24][c:25]([OH:28])[cH:26][cH:27]1)[CH2:9][c:10]1[cH:11][cH:12][c:13]([OH:16])[cH:14][cH:15]1. Starting materials: C1(CCCCCC1)NC([C@H]1N(CCC1)C([C@@H](NC(=O)OCC1=CC=CC=C1)C)=O)=O (N-benzyloxycarbonyl-L-alanyl-L-proline cycloheptylamide), C(CC)(=O)OC(CC)=O (propionic anhydride). The solvent is CCOCC (ether), 4-N, Br (hydrogen bromide), C(C)(=O)O (acetic acid), CCOCC (ether), petroleum ether. Conditions: time 1 hour. The product is C1(CCCCCC1)NC([C@H]1N(CCC1)C([C@@H](NC(CC)=O)C)=O)=O (N-propionyl-L-alanyl-L-proline cycloheptylamide). The yield is 87.0%. RXN SMILES: [CH:1]1([NH:8][C:9](=[O:30])[C@@H:10]2[CH2:14][CH2:13][CH2:12][N:11]2[C:15](=[O:29])[C@H:16]([CH3:28])[NH:17][C:18]([O:20]CC2C=CC=CC=2)=O)[CH2:7][CH2:6][CH2:5][CH2:4][CH2:3][CH2:2]1.[C:31](OC(=O)CC)(=O)[CH2:32]C>Br.C(O)(=O)C.CCOCC>[CH:1]1([NH:8][C:9](=[O:30])[C@@H:10]2[CH2:14][CH2:13][CH2:12][N:11]2[C:15](=[O:29])[C@H:16]([CH3:28])[NH:17][C:18](=[O:20])[CH2:31][CH3:32])[CH2:2][CH2:3][CH2:4][CH2:5][CH2:6][CH2:7]1. Procedure details: 2.6 g (0.0063 mol) of N-benzyloxycarbonyl-L-alanyl-L-proline cycloheptylamide were dissolved in 15 ml of 4-N hydrogen bromide in acetic acid and the mixture was stirred at room temperature for 1 hour. 100 ml of anhydrous ether were added and an oil precipitated from the solution. The ether phase was decanted off and the oil washed with 100 ml of anhydrous ether. The ether layer was again decanted off and the oil dissolved in 30 ml of dry pyridine. 1.6 g (0.0126 mol) of propionic anhydride were a...